This data is from the Open Reaction Database (ORD), a public repository of structured organic reaction records. The task is: describe an organic reaction: reactants, conditions, products, and yield The reactants are ClC1=C(C=O)C=CC(=C1)Cl (2,4-dichloro-benzaldehyde), CC1=CC(OC2=CC(=CC=C12)OS(=O)(=O)C(F)(F)F)=O (Trifluoro-methanesulfonic acid 4-methyl-2-oxo-2H-chromen-7-yl ester), [Li+].C[Si](C)(C)[N-][Si](C)(C)C (LiHMDS). The solvent is C1CCOC1 (THF), C1CCOC1 (THF). Reaction conditions: time 1 hour. Yields the product ClC1=C(C=CC(=C1)Cl)C(CC1=CC(OC2=CC(=CC=C12)OS(=O)(=O)C(F)(F)F)=O)O (trifluoro-methanesulfonic acid 4-[2-(2,4-dichloro-phenyl)-2-hydroxy-ethyl]-2-oxo-2H-chromen-7-yl ester). Reaction SMILES: [CH3:1][C:2]1[C:11]2[C:6](=[CH:7][C:8]([O:12][S:13]([C:16]([F:19])([F:18])[F:17])(=[O:15])=[O:14])=[CH:9][CH:10]=2)[O:5][C:4](=[O:20])[CH:3]=1.[Li+].C[Si]([N-][Si](C)(C)C)(C)C.[Cl:31][C:32]1[CH:39]=[C:38]([Cl:40])[CH:37]=[CH:36][C:33]=1[CH:34]=[O:35]>C1COCC1>[Cl:31][C:32]1[CH:39]=[C:38]([Cl:40])[CH:37]=[CH:36][C:33]=1[CH:34]([OH:35])[CH2:1][C:2]1[C:11]2[C:6](=[CH:7][C:8]([O:12][S:13]([C:16]([F:18])([F:19])[F:17])(=[O:15])=[O:14])=[CH:9][CH:10]=2)[O:5][C:4](=[O:20])[CH:3]=1 |f:1.2|. Procedure: To a solution of Trifluoro-methanesulfonic acid 4-methyl-2-oxo-2H-chromen-7-yl ester (340 mg, 1.1 mmol) in dry THF (8 mL0 at −20° C. was added drop wise 1.0 M LiHMDS solution in THF (1.2 mL). After 30 minutes 2,4-dichloro-benzaldehyde (130 μL) was added slowly into the reaction mixture and the reaction mixture was stirred for 1 hour. The reaction mixture was quenched with saturated aqueous ammonium chloride (10 mL) and extracted with ethyl acetate (50 mL). The organic layer was separated and dri... Reactants: C(C(C)(C)C)(=O)OC[C@H](C1=C(C2=C(N=C(S2)C=2C=NC=C(C2)C=2C=C3C=NN(C3=CC2)C)C=C1C)C1=CC=C(C=C1)Cl)OC(C)(C)C ((S)-2-tert-butoxy-2-(7-(4-chlorophenyl)-5-methyl-2-(5-(1-methyl-1H-indazol-5-yl)pyridin-3-yl)benzo[d]thiazol-6-yl)ethyl pivalate), C1CCOC1.CO (THF MeOH), [OH-].[Na+] (NaOH). Run in C(C)(=O)OCC (ethyl acetate). Run at temperature 55 celsius. The product is C(C)(C)(C)O[C@H](CO)C1=C(C2=C(N=C(S2)C=2C=NC=C(C2)C=2C=C3C=NN(C3=CC2)C)C=C1C)C1=CC=C(C=C1)Cl ((S)-2-tert-butoxy-2-(7-(4-chlorophenyl)-5-methyl-2-(5-(1-methyl-1H-indazol-5-yl)pyridin-3-yl)benzo[d]thiazol-6-yl)ethanol). As a reaction SMILES: C([O:7][CH2:8][C@@H:9]([O:43][C:44]([CH3:47])([CH3:46])[CH3:45])[C:10]1[C:34]([CH3:35])=[CH:33][C:13]2[N:14]=[C:15]([C:17]3[CH:18]=[N:19][CH:20]=[C:21]([C:23]4[CH:24]=[C:25]5[C:29](=[CH:30][CH:31]=4)[N:28]([CH3:32])[N:27]=[CH:26]5)[CH:22]=3)[S:16][C:12]=2[C:11]=1[C:36]1[CH:41]=[CH:40][C:39]([Cl:42])=[CH:38][CH:37]=1)(=O)C(C)(C)C.C1COCC1.CO.[OH-].[Na+]>C(OCC)(=O)C>[C:44]([O:43][C@@H:9]([C:10]1[C:34]([CH3:35])=[CH:33][C:13]2[N:14]=[C:15]([C:17]3[CH:18]=[N:19][CH:20]=[C:21]([C:23]4[CH:24]=[C:25]5[C:29](=[CH:30][CH:31]=4)[N:28]([CH3:32])[N:27]=[CH:26]5)[CH:22]=3)[S:16][C:12]=2[C:11]=1[C:36]1[CH:41]=[CH:40][C:39]([Cl:42])=[CH:38][CH:37]=1)[CH2:8][OH:7])([CH3:47])([CH3:45])[CH3:46] |f:1.2,3.4|. Procedure details: To a solution of (S)-2-tert-butoxy-2-(7-(4-chlorophenyl)-5-methyl-2-(5-(1-methyl-1H-indazol-5-yl)pyridin-3-yl)benzo[d]thiazol-6-yl)ethyl pivalate from above reaction was added THF:MeOH (1:1, 2 mL) and 2M NaOH (0.5 mL) were added and reaction mixture was heated at 55° C. for 3 h. Reaction mixture was cooled to rt, diluted with ethyl acetate and washed with saturated ammonium chloride solution. The organic layer was dried (MgSO4), filtered, concentrated and purified by CombiFlash (EtOAC/Hex) to gi... The reactants are O=C1CCC(=O)N1Br, O=C(OOC(=O)c1ccccc1)c1ccccc1, COC(=O)c1c(C)c(-c2ccccc2)nc2ccccc12, CC#N. Product: COC(=O)c1c(CBr)c(-c2ccccc2)nc2ccccc12. Reaction SMILES: [Br:22][N:23]1[C:24](=[O:25])[CH2:26][CH2:27][C:28]1=[O:29].[C:30]([O:31][O:32][C:33](=[O:34])[c:35]1[cH:36][cH:37][cH:38][cH:39][cH:40]1)(=[O:41])[c:42]1[cH:43][cH:44][cH:45][cH:46][cH:47]1.[CH3:1][O:2][C:3](=[O:4])[c:5]1[c:6]([CH3:21])[c:7](-[c:15]2[cH:16][cH:17][cH:18][cH:19][cH:20]2)[n:8][c:9]2[cH:10][cH:11][cH:12][cH:13][c:14]12.[CH3:48][C:49]#[N:50]>>[CH3:1][O:2][C:3](=[O:4])[c:5]1[c:6]([CH2:21][Br:22])[c:7](-[c:15]2[cH:16][cH:17][cH:18][cH:19][cH:20]2)[n:8][c:9]2[cH:10][cH:11][cH:12][cH:13][c:14]12. Starting materials: Cn1ccnc1, CCOC(C)=O, Cc1cc(Cl)nc2cc3c(cc12)OC(C)(C)C=C3, [O-]Cl, [Mn], [Na+], [Na+], [Na+], O, O=S([O-])([O-])=S. Product: Cc1cc(Cl)nc2cc3c(cc12)OC(C)(C)C1OC31. RXN SMILES: [CH3:19][n:20]1[cH:21][cH:22][n:23][cH:24]1.[CH3:35][CH2:36][O:37][C:38](=[O:39])[CH3:40].[Cl:1][c:2]1[n:3][c:4]2[cH:5][c:6]3[c:7]([cH:8][c:9]2[c:10]([CH3:12])[cH:11]1)[O:13][C:14]([CH3:17])([CH3:18])[CH:15]=[CH:16]3.[Cl:25][O-:26].[Mn:42].[Na+:27].[Na+:33].[Na+:34].[OH2:41].[S:28]([O-:29])(=[O:30])([O-:31])=[S:32]>>[Cl:1][c:2]1[n:3][c:4]2[cH:5][c:6]3[c:7]([cH:8][c:9]2[c:10]([CH3:12])[cH:11]1)[O:13][C:14]([CH3:17])([CH3:18])[CH:15]1[CH:16]3[O:30]1. Reactants: Cl.NC1[C@@H]2N(C(=CCS2)C(=O)O)C1=O (7-amino-3-cephem-4-carboxylic acid hydrochloride), C[Si](C)(C)CC(=O)N (trimethylsilylacetamide), C[Si](C)(C)C(C(=O)N)[Si](C)(C)C (bis(trimethylsilyl)acetamide), resultant solution, C(=O)NC=1SC=C(N1)C(C(=O)O)=NOCC#C (2-(2-Formamidothiazol-4-yl)-2-propargyloxyiminoacetic acid), P(=O)(Cl)(Cl)Cl (phosphoryl chloride). Solvent: C(C)(=O)OCC (ethyl acetate), O (water), C(C)(=O)OCC (ethyl acetate), CN(C=O)C (N,N-dimethylformamide). Conditions: time 1.5 hour. Product: ClC=1CS[C@H]2N(C1C(=O)O)C(C2)=O (3-chloro-3-cephem-4-carboxylic acid). Yield: 80.8%. Reaction SMILES: C(NC1SC=C(C(=NOCC#C)C(O)=O)N=1)=O.P(Cl)(Cl)(Cl)=O.[ClH:23].N[CH:25]1[C:35](=[O:36])[N:27]2[C:28]([C:32]([OH:34])=[O:33])=[CH:29][CH2:30][S:31][C@H:26]12.C[Si](CC(N)=O)(C)C.C[Si](C([Si](C)(C)C)C(N)=O)(C)C>C(OCC)(=O)C.O.CN(C)C=O>[Cl:23][C:29]1[CH2:30][S:31][C@@H:26]2[CH2:25][C:35](=[O:36])[N:27]2[C:28]=1[C:32]([OH:34])=[O:33] |f:2.3|. Procedure: 2-(2-Formamidothiazol-4-yl)-2-propargyloxyiminoacetic acid (syn isomer, 1.27 g.), N,N-dimethylformamide (400 mg.), phosphoryl chloride (850 mg.) and ethyl acetate (11.2 ml.) were treated in a conventional manner to give the activated acid solution. The activated acid solution was added to a solution of 7-amino-3-cephem-4-carboxylic acid hydrochloride (2 g.), trimethylsilylacetamide (6 g.) and bis(trimethylsilyl)acetamide (3 ml.) in ethyl acetate (40 ml.) at -15° C. all at once, and stirred at -5... Reactants: ClC1=CC=C2C(=N1)SC(=N2)OC2=CC=C(OC(C(=O)OCC)C)C=C2 (Ethyl 2-[4-(5-chlorothiazolo[5,4-b]pyridin-2-yloxy)phenoxy]-propionate), [OH-].[Na+] (sodium hyroxide). Solvent: O (water). Conditions: temperature 80 celsius. Product: ClC1=CC=C2C(=N1)SC(=N2)OC2=CC=C(OC(C(=O)O)C)C=C2 (2-[4-(5-Chlorothiazolo[5,4-b]pyridin-2-yloxy)phenoxy]-propionic acid). RXN SMILES: [Cl:1][C:2]1[N:7]=[C:6]2[S:8][C:9]([O:11][C:12]3[CH:25]=[CH:24][C:15]([O:16][CH:17]([CH3:23])[C:18]([O:20]CC)=[O:19])=[CH:14][CH:13]=3)=[N:10][C:5]2=[CH:4][CH:3]=1.[OH-].[Na+]>O>[Cl:1][C:2]1[N:7]=[C:6]2[S:8][C:9]([O:11][C:12]3[CH:25]=[CH:24][C:15]([O:16][CH:17]([CH3:23])[C:18]([OH:20])=[O:19])=[CH:14][CH:13]=3)=[N:10][C:5]2=[CH:4][CH:3]=1 |f:1.2|. Procedure details: 37.8 g (0.1 mole) of ethyl 2-[4-(5- chlorothiazolo[5,4-b]pyridin-2-yloxy)-phenoxy]-propionate from Example 1 were stirred with 4.4 g (0.11 mole) of sodium hyroxide in 250 ml of water for 24 hours at approximately 30° C. The slightly cloudy solution was filtered, 500 ml of toluene were then added and the mixture was warmed to 80° C. and its pH was adjusted to 1 with concentrated hydrochloric acid. The phases were separated while hot, the water phase was again stirred thoroughly with 250 ml of tol... The reactants are O=C([O-])[O-], CCOC(=O)N1c2cc(OC(=O)OC)c(OC)cc2C(N(Cc2cc(C(F)(F)F)cc(C(F)(F)F)c2)C(=O)OC)CC1C, CO, [K+], [K+], O. The product is CCOC(=O)N1c2cc(O)c(OC)cc2C(N(Cc2cc(C(F)(F)F)cc(C(F)(F)F)c2)C(=O)OC)CC1C. Reaction SMILES: [C:44](=[O:45])([O-:46])[O-:47].[CH2:1]([CH3:2])[O:3][C:4](=[O:5])[N:6]1[CH:7]([CH3:43])[CH2:8][CH:9]([N:23]([C:24](=[O:25])[O:26][CH3:27])[CH2:28][c:29]2[cH:30][c:31]([C:39]([F:40])([F:41])[F:42])[cH:32][c:33]([C:35]([F:36])([F:37])[F:38])[cH:34]2)[c:10]2[cH:11][c:12]([O:21][CH3:22])[c:13]([O:16][C:17]([O:18][CH3:19])=[O:20])[cH:14][c:15]21.[CH3:51][OH:52].[K+:48].[K+:49].[OH2:50]>>[CH2:1]([CH3:2])[O:3][C:4](=[O:5])[N:6]1[CH:7]([CH3:43])[CH2:8][CH:9]([N:23]([C:24](=[O:25])[O:26][CH3:27])[CH2:28][c:29]2[cH:30][c:31]([C:39]([F:40])([F:41])[F:42])[cH:32][c:33]([C:35]([F:36])([F:37])[F:38])[cH:34]2)[c:10]2[cH:11][c:12]([O:21][CH3:22])[c:13]([OH:16])[cH:14][c:15]21.